Dataset: the Open Reaction Database (ORD), a public repository of structured organic reaction records. Task: describe an organic reaction: reactants, conditions, products, and yield Starting materials: C1(CCCCC1)N1C(C2=CC(=CC=C2C1)N1CCNCC1)=O (2-cyclohexyl-2,3-dihydro-6-(piperazin-1-yl)-1H-isoindol-1-one), C(C)OC(=O)Cl (ethoxycarbonyl chloride). Yields the product C1(CCCCC1)N1C(C2=CC(=CC=C2C1)N1CCN(CC1)C(=O)OCC)=O (2-Cyclohexyl-2,3-dihydro-6-[4-(ethoxycarbonyl)-piperazin-1-yl]-1H-isoindol-1-one). As a reaction SMILES: [CH:1]1([N:7]2[CH2:15][C:14]3[C:9](=[CH:10][C:11]([N:16]4[CH2:21][CH2:20][NH:19][CH2:18][CH2:17]4)=[CH:12][CH:13]=3)[C:8]2=[O:22])[CH2:6][CH2:5][CH2:4][CH2:3][CH2:2]1.[CH2:23]([O:25][C:26](Cl)=[O:27])[CH3:24]>>[CH:1]1([N:7]2[CH2:15][C:14]3[C:9](=[CH:10][C:11]([N:16]4[CH2:17][CH2:18][N:19]([C:26]([O:25][CH2:23][CH3:24])=[O:27])[CH2:20][CH2:21]4)=[CH:12][CH:13]=3)[C:8]2=[O:22])[CH2:2][CH2:3][CH2:4][CH2:5][CH2:6]1. Procedure: In the same manner as in Example 28, the title compound was prepared from the compound obtained in step (e) of Example 1 and ethoxycarbonyl chloride.